This data is from the Open Reaction Database (ORD), a public repository of structured organic reaction records. The task is: describe an organic reaction: reactants, conditions, products, and yield Reactants: CC(=O)OC(C)=O, CN(C)C=O, NCC1CC(n2cc(-c3cccc(OCc4ccccc4)c3)c3c(N)ncnc32)C1. Product: CC(=O)NCC1CC(n2cc(-c3cccc(OCc4ccccc4)c3)c3c(N)ncnc32)C1. RXN SMILES: [CH3:31][C:32](=[O:33])[O:34][C:35](=[O:36])[CH3:37].[CH3:38][N:39]([CH3:40])[CH:41]=[O:42].[NH2:1][CH2:2][CH:3]1[CH2:4][CH:5]([n:7]2[cH:8][c:9](-[c:17]3[cH:18][c:19]([O:23][CH2:24][c:25]4[cH:26][cH:27][cH:28][cH:29][cH:30]4)[cH:20][cH:21][cH:22]3)[c:10]3[c:11]2[n:12][cH:13][n:14][c:15]3[NH2:16])[CH2:6]1>>[NH:1]([CH2:2][CH:3]1[CH2:4][CH:5]([n:7]2[cH:8][c:9](-[c:17]3[cH:18][c:19]([O:23][CH2:24][c:25]4[cH:26][cH:27][cH:28][cH:29][cH:30]4)[cH:20][cH:21][cH:22]3)[c:10]3[c:11]2[n:12][cH:13][n:14][c:15]3[NH2:16])[CH2:6]1)[C:32]([CH3:31])=[O:33]. Reactants: FC1=C2CC(C(C2=CC=C1)O)NC(OC(C)(C)C)=O (1,1-dimethylethyl (4-fluoro-1-hydroxy-2,3-dihydro-1H-inden-2-yl)carbamate), C(=O)(C(F)(F)F)O (TFA). Run in C(Cl)Cl (CH2Cl2). Yields the product NC1C(C2=CC=CC(=C2C1)F)O (2-amino-4-fluoro-2,3-dihydro-1H-inden-1-ol). The yield is 65.3%. As a reaction SMILES: [F:1][C:2]1[CH:10]=[CH:9][CH:8]=[C:7]2[C:3]=1[CH2:4][CH:5]([NH:12]C(=O)OC(C)(C)C)[CH:6]2[OH:11].C(O)(C(F)(F)F)=O>C(Cl)Cl>[NH2:12][CH:5]1[CH2:4][C:3]2[C:7](=[CH:8][CH:9]=[CH:10][C:2]=2[F:1])[CH:6]1[OH:11]. Procedure: To a solution of 1,1-dimethylethyl (4-fluoro-1-hydroxy-2,3-dihydro-1H-inden-2-yl)carbamate (0.30 g, 1.1 mmol) in CH2Cl2 (10 mL) was added TFA (1 mL), and the solution was heated to reflux. The solution was immediately cooled and concentrated in vacuo. The residue was taken up in MeOH and treated with Bio-Rad AG 1-X8 resin (hydroxide form) until pH 8. The product was filtered and concentrated in vacuo to give 0.12 g (64% yield) of 2-amino-4-fluoro-2,3-dihydro-1H-inden-1-ol, which was used without...